Dataset: the Open Reaction Database (ORD), a public repository of structured organic reaction records. Task: describe an organic reaction: reactants, conditions, products, and yield Reactants: Cl.NC12C3C4(C5C3(C1C5(C24)N)N)N (1,3,5,7-tetra-aminocubane hydrochloride), O=[O+][O-] (ozone), O (water), S(=O)(=O)([O-])OOS(=O)(=O)[O-].[K+].[K+] (Potassium monopersulfate), C(C)#N (acetonitrile), O (water), O=[O+][O-] (ozone). Reaction conditions: time 2 hour. The product is [N+](=O)([O-])C12C3C4C5C3C1C5C24 (Nitrocubane). Reaction SMILES: S(OOS([O-])(=O)=O)([O-])(=O)=O.[K+].[K+].C(#N)C.[O:16]=[O+][O-].Cl.[NH2:20][C:21]12[CH:28]3[C:23]4(N)[CH:24]5[C:27]3(N)[CH:26]1[C:25]5(N)[CH:22]24.[OH2:32]>>[N+:20]([C:21]12[CH:28]3[CH:23]4[CH:24]5[CH:27]3[CH:26]1[CH:25]5[CH:22]24)([O-:16])=[O:32] |f:0.1.2,5.6|. Reported procedure: Potassium monopersulfate (4.0 g), water (50 ml), and acetonitrile, (15 ml), were mixed together to form a solution. Then, ozone was added until the solution was saturated. A second solution of 1,3,5,7-tetra-aminocubane hydrochloride in water, 200 mg in 15 ml, was slowly added to the first solution while ozone was slowly bubbled through the first solution. The reaction temperature was 0 degrees C. The addition of ozone was stopped after 2 hours; the reaction mixture was stirred overnight and 10 m... Starting materials: ClC1=C(OCCCCCOCC(C)=NO)C(=CC(=C1)OCC=C(Cl)Cl)Cl (5-(2,6-dichloro-4-(3,3-dichloro-2-propenyloxy)phenoxy)pentyloxyacetone oxime), [H-].[Na+] (sodium hydride), Cl (hydrochloric acid), [H][H] (hydrogen), BrCC(=O)OC(C)(C)C (tert-butyl bromoacetate), crude product. Solvent: COC(C)(C)C (tert-butyl methyl ether). Yields the product C(C)(C)(C)OC(=O)CON=C(C)COCCCCCOC1=C(C=C(C=C1Cl)OCC=C(Cl)Cl)Cl (5-(2,6-dichloro-4-(3,3-dichloro-2-propenyloxy)phenoxy)pentyloxyacetone O-(tert-butoxycarbonylmethyl)oxime). As a reaction SMILES: [Cl:1][C:2]1[CH:19]=[C:18]([O:20][CH2:21][CH:22]=[C:23]([Cl:25])[Cl:24])[CH:17]=[C:16]([Cl:26])[C:3]=1[O:4][CH2:5][CH2:6][CH2:7][CH2:8][CH2:9][O:10][CH2:11][C:12](=[N:14][OH:15])[CH3:13].[H-].[Na+].[H][H].Br[CH2:32][C:33]([O:35][C:36]([CH3:39])([CH3:38])[CH3:37])=[O:34].Cl>COC(C)(C)C>[C:36]([O:35][C:33]([CH2:32][O:15][N:14]=[C:12]([CH2:11][O:10][CH2:9][CH2:8][CH2:7][CH2:6][CH2:5][O:4][C:3]1[C:2]([Cl:1])=[CH:19][C:18]([O:20][CH2:21][CH:22]=[C:23]([Cl:25])[Cl:24])=[CH:17][C:16]=1[Cl:26])[CH3:13])=[O:34])([CH3:39])([CH3:38])[CH3:37] |f:1.2|. Reported procedure: First, 0.45 g of 5-(2,6-dichloro-4-(3,3-dichloro-2-propenyloxy)phenoxy)pentyloxyacetone oxime and 10 ml of tert-butyl methyl ether are placed in a reaction vessel, to which 48 mg of 60% sodium hydride (in oil) is slowly added with stirring at room temperature in a stream of nitrogen gas. The mixture is stirred at room temperature until the evolution of hydrogen gas ceases, to which 0.29 g of tert-butyl bromoacetate is added at room temperature, and the mixture is further stirred with heating und... Starting materials: COC(=O)c1ccc(Cc2nc3ccccc3n2C)cc1, CO, [Na+], [OH-]. Yields the product Cn1c(Cc2ccc(C(=O)O)cc2)nc2ccccc21. Reaction SMILES: [CH3:1][n:2]1[c:3]([CH2:11][c:12]2[cH:13][cH:14][c:15]([C:16](=[O:17])[O:18][CH3:19])[cH:20][cH:21]2)[n:4][c:5]2[c:6]1[cH:7][cH:8][cH:9][cH:10]2.[CH3:24][OH:25].[Na+:23].[OH-:22]>>[CH3:1][n:2]1[c:3]([CH2:11][c:12]2[cH:13][cH:14][c:15]([C:16](=[O:17])[OH:18])[cH:20][cH:21]2)[n:4][c:5]2[c:6]1[cH:7][cH:8][cH:9][cH:10]2.